From a dataset of the Open Reaction Database (ORD), a public repository of structured organic reaction records. describe an organic reaction: reactants, conditions, products, and yield Starting materials: C[S+](C)(C)=O, CO, Cc1ccccc1, O=C(Cn1cncn1)c1ccc(Cl)cc1, ClCCl, [I-], [Na+], [OH-]. Product: OCC(O)(Cn1cncn1)c1ccc(Cl)cc1. As a reaction SMILES: [CH3:19][S+:20]([CH3:21])([CH3:22])=[O:23].[CH3:24][OH:25].[CH3:29][c:30]1[cH:31][cH:32][cH:33][cH:34][cH:35]1.[Cl:1][c:2]1[cH:3][cH:4][c:5]([C:6]([CH2:7][n:8]2[n:9][cH:10][n:11][cH:12]2)=[O:13])[cH:14][cH:15]1.[Cl:26][CH2:27][Cl:28].[I-:18].[Na+:17].[OH-:16]>>[Cl:1][c:2]1[cH:3][cH:4][c:5]([C:6]([CH2:7][n:8]2[n:9][cH:10][n:11][cH:12]2)([OH:13])[CH2:24][OH:16])[cH:14][cH:15]1. The reactants are O=C([O-])O, CC(=O)Cl, ClCCl, Cc1ccn2cc(CCc3ccc4nc(N)oc4c3)nc2c1, [Na+], c1ccncc1. Yields the product CC(=O)Nc1nc2ccc(CCc3cn4ccc(C)cc4n3)cc2o1. RXN SMILES: [C:33](=[O:34])([O-:35])[OH:36].[CH3:1][C:2]([Cl:3])=[O:4].[Cl:38][CH2:39][Cl:40].[NH2:5][c:6]1[o:7][c:8]2[c:9]([n:10]1)[cH:11][cH:12][c:13]([CH2:15][CH2:16][c:17]1[n:18][c:19]3[n:20]([cH:21][cH:22][c:23]([CH3:25])[cH:24]3)[cH:26]1)[cH:14]2.[Na+:37].[cH:27]1[cH:28][cH:29][n:30][cH:31][cH:32]1>>[CH3:1][C:2](=[O:4])[NH:5][c:6]1[o:7][c:8]2[c:9]([n:10]1)[cH:11][cH:12][c:13]([CH2:15][CH2:16][c:17]1[n:18][c:19]3[n:20]([cH:21][cH:22][c:23]([CH3:25])[cH:24]3)[cH:26]1)[cH:14]2. The reactants are CCO, CC1OC2(C)CCC1C(=NO)C2=O, NN. Product: CC1OC2(C)CCC1C(=NO)C2=NN. Reaction SMILES: [CH3:16][CH2:17][OH:18].[CH3:1][C:2]12[O:3][CH:4]([CH3:13])[CH:5]([C:6](=[N:9][OH:10])[C:7]1=[O:8])[CH2:11][CH2:12]2.[NH2:14][NH2:15]>>[CH3:1][C:2]12[O:3][CH:4]([CH3:13])[CH:5]([C:6](=[N:9][OH:10])[C:7]1=[N:14][NH2:15])[CH2:11][CH2:12]2. Starting materials: [N+](=O)([O-])C1=CC(=C(C#N)C=C1)F (4-nitro-2-fluorobenzonitrile), C(C)(=O)O (acetic acid). The reagents and catalysts are [Fe] (iron). The solvent is C(C)(=O)OCC (ethyl acetate). Product: NC1=CC(=C(C#N)C=C1)F (4-amino-2-fluorobenzonitrile). Isolated yield 96.0%. Reaction SMILES: [N+:1]([C:4]1[CH:11]=[CH:10][C:7]([C:8]#[N:9])=[C:6]([F:12])[CH:5]=1)([O-])=O.C(O)(=O)C>[Fe].C(OCC)(=O)C>[NH2:1][C:4]1[CH:11]=[CH:10][C:7]([C:8]#[N:9])=[C:6]([F:12])[CH:5]=1. Procedure details: A mixture of 4-nitro-2-fluorobenzonitrile (1.83 g, 5 mmol) and iron (1.68 g, 6 mmol) M a mixture of acetic acid (40 ml) and ethyl acetate (40 ml) was refluxed for 2 hours. The solid was filtered off and the filtrate was washed with water and extracted with ethyl acetate. The organic layer was dried over magnesium sulfate, concentrated and chromatographed (dichloromethane:acetone, 95:5) to yield 4-amino-2-fluorobenzonitrile (54a) (0.653 g, 4.8 mmol, 96%). The reactants are CC(C)(C)OC(=O)N1CCN(c2cccc3c(S(=O)(=O)c4ccccc4)c[nH]c23)CC1, CCO, ClCCl, Cl, O=C(O)C(F)(F)F. The product is Cl, O=S(=O)(c1ccccc1)c1c[nH]c2c(N3CCNCC3)cccc12. Reaction SMILES: [C:1]([O:2][C:3](=[O:4])[N:8]1[CH2:9][CH2:10][N:11]([c:14]2[cH:15][cH:16][cH:17][c:18]3[c:19]([S:23](=[O:24])(=[O:25])[c:26]4[cH:27][cH:28][cH:29][cH:30][cH:31]4)[cH:20][nH:21][c:22]23)[CH2:12][CH2:13]1)([CH3:5])([CH3:6])[CH3:7].[CH3:40][CH2:41][OH:42].[Cl:43][CH2:44][Cl:45].[ClH:39].[OH:32][C:33]([C:34]([F:35])([F:36])[F:37])=[O:38]>>[ClH:39].[NH:8]1[CH2:9][CH2:10][N:11]([c:14]2[cH:15][cH:16][cH:17][c:18]3[c:19]([S:23](=[O:24])(=[O:25])[c:26]4[cH:27][cH:28][cH:29][cH:30][cH:31]4)[cH:20][nH:21][c:22]23)[CH2:12][CH2:13]1. The reactants are FC(S(=O)(=O)OC1=NC2=CC=NC(=C2C2=C1C=CN=C2)OCCCC)(F)F (1-butoxypyrido[4,3-c]-1,6-naphthyridin-6-yl trifluoromethanesulfonate), C(C1=CC=CC=C1)N (benzylamine), C(O)([O-])=O.[Na+] (sodium hydrogen carbonate). Run in C(C)(=O)OCC (ethyl acetate), C1CCOC1 (THF). Conditions: temperature 80 celsius. Product: C(C1=CC=CC=C1)NC1=NC2=CC=NC(=C2C2=C1C=CN=C2)OCCCC (N-benzyl-1-butoxypyrido[4,3-c]-1,6-naphthyridin-6-amine). Reaction SMILES: FC(F)(F)S(O[C:7]1[C:16]2[CH:17]=[CH:18][N:19]=[CH:20][C:15]=2[C:14]2[C:9](=[CH:10][CH:11]=[N:12][C:13]=2[O:21][CH2:22][CH2:23][CH2:24][CH3:25])[N:8]=1)(=O)=O.[CH2:28]([NH2:35])[C:29]1[CH:34]=[CH:33][CH:32]=[CH:31][CH:30]=1.C(=O)([O-])O.[Na+]>C1COCC1.C(OCC)(=O)C>[CH2:28]([NH:35][C:7]1[C:16]2[CH:17]=[CH:18][N:19]=[CH:20][C:15]=2[C:14]2[C:9](=[CH:10][CH:11]=[N:12][C:13]=2[O:21][CH2:22][CH2:23][CH2:24][CH3:25])[N:8]=1)[C:29]1[CH:34]=[CH:33][CH:32]=[CH:31][CH:30]=1 |f:2.3|. Reported procedure: To a solution of 1-butoxypyrido[4,3-c]-1,6-naphthyridin-6-yl trifluoromethanesulfonate (127 mg, 0.253 mmol) in THF (2531 μl), benzylamine (111 μl, 1.013 mmol) was added. The reaction mixture was heated at 80° C. for 1 h. After cooling to room temperature, the reaction mixture was diluted with ethyl acetate. Aqueous sodium hydrogen carbonate (saturated) was added, and the mixture was extracted with ethyl acetate. The combined organic extracts were dried over sodium sulfate and concentrated under ... Reactants: ClC=1C(=C2C(=NC1)NC=C2)C(=O)C2CCC2 ((5-chloro-1H-pyrrolo[2,3-b]pyridin-4-yl)(cyclobutyl)methanone), NN (hydrazine), CC(=O)O (AcOH). The solvent is C(C)O (ethanol). Product: ClC=1C(=C2C(=NC1)NC=C2)C(=NN)C2CCC2 (5-chloro-4-(cyclobutyl(hydrazono)methyl)-1H-pyrrolo[2,3-b]pyridine). The yield is 47.3%. As a reaction SMILES: [Cl:1][C:2]1[C:3]([C:11]([CH:13]2[CH2:16][CH2:15][CH2:14]2)=O)=[C:4]2[CH:10]=[CH:9][NH:8][C:5]2=[N:6][CH:7]=1.[NH2:17][NH2:18].CC(O)=O>C(O)C>[Cl:1][C:2]1[C:3]([C:11]([CH:13]2[CH2:16][CH2:15][CH2:14]2)=[N:17][NH2:18])=[C:4]2[CH:10]=[CH:9][NH:8][C:5]2=[N:6][CH:7]=1. Procedure: A mixture of (5-chloro-1H-pyrrolo[2,3-b]pyridin-4-yl)(cyclobutyl)methanone (0.2 g, 0.85 mmol), anhydrous hydrazine (0.13 mL, 4.26 mmol) and AcOH (0.008 mL, 0.142 mmol) in ethanol (10 mL) was heated at reflux for about 20 h. During this time, water was distilled from the reaction mixture via the use of a Dean-Stark trap. The volatiles were removed under reduced pressure and the residue was partitioned between water (10 mL) and EtOAc (20 mL). The organic phase was dried over anhydrous MgSO4, filte... The reactants are CC(C)(CC(=O)O)NC(=O)OC(C)(C)C, ClCCCl, ClCCl, CCN(C(C)C)C(C)C, CC1(C)CNCCC1(O)c1ccc(Cl)cc1, On1nnc2ccccc21. Yields the product CC(C)(CC(=O)N1CCC(O)(c2ccc(Cl)cc2)C(C)(C)C1)NC(=O)OC(C)(C)C. As a reaction SMILES: [C:17]([CH3:18])([CH3:19])([CH3:20])[O:21][C:22](=[O:23])[NH:24][C:25]([CH2:26][C:27](=[O:28])[OH:29])([CH3:30])[CH3:31].[CH2:51]([Cl:52])[CH2:53][Cl:54].[CH2:55]([Cl:56])[Cl:57].[CH:42]([N:43]([CH2:44][CH3:45])[CH:46]([CH3:47])[CH3:48])([CH3:49])[CH3:50].[Cl:1][c:2]1[cH:3][cH:4][c:5]([C:8]2([OH:16])[C:9]([CH3:14])([CH3:15])[CH2:10][NH:11][CH2:12][CH2:13]2)[cH:6][cH:7]1.[OH:32][n:33]1[c:34]2[c:35]([cH:36][cH:37][cH:38][cH:39]2)[n:40][n:41]1>>[Cl:1][c:2]1[cH:3][cH:4][c:5]([C:8]2([OH:16])[C:9]([CH3:14])([CH3:15])[CH2:10][N:11]([C:27]([CH2:26][C:25]([NH:24][C:22]([O:21][C:17]([CH3:18])([CH3:19])[CH3:20])=[O:23])([CH3:30])[CH3:31])=[O:28])[CH2:12][CH2:13]2)[cH:6][cH:7]1. The reactants are CC(C)Nc1ccc2oc(=O)[nH]c2c1, CC(=O)O, O=c1[nH]c2cc([N+](=O)[O-])ccc2o1. Product: Nc1ccc2oc(=O)[nH]c2c1. RXN SMILES: [CH3:1][CH:2]([CH3:3])[NH:4][c:5]1[cH:6][cH:7][c:8]2[c:9]([nH:10][c:11](=[O:13])[o:12]2)[cH:14]1.[CH3:28][C:29](=[O:30])[OH:31].[N+:15]([c:16]1[cH:17][cH:18][c:19]2[o:20][c:21](=[O:22])[nH:23][c:24]2[cH:25]1)([O-:26])=[O:27]>>[NH2:4][c:5]1[cH:6][cH:7][c:8]2[c:9]([nH:10][c:11](=[O:13])[o:12]2)[cH:14]1. The reactants are CN (Methylamine), C(CCC)[Li] (n-Butyl lithium), O (water), OC1(CCN2C=NC=C21)C=2C=C1C=CC(=CC1=CC2)C(=O)N(C(C)C)C(C)C (6-(7-hydroxy-6,7-dihydro-5H-pyrrolo[1,2-c]imidazol-7-yl)-N,N-diisopropyl-2-naphthamide), Teflon. Run in C(C)(=O)OCC (ethyl acetate), C1CCOC1 (THF), [Cl-].[Na+].O (brine), C1CCOC1 (THF). Conditions: time 20 minute. The product is OC1(CCN2C=NC=C21)C=2C=C1C=CC(=CC1=CC2)C(=O)NC (6-(7-hydroxy-6,7-dihydro-5H-pyrrolo[1,2-c]imidazol-7-yl)-N-methyl-2-naphthamide). The yield is 72.0%. As a reaction SMILES: CN.C([Li])CCC.[OH:8][C:9]1([C:17]2[CH:18]=[C:19]3[C:24](=[CH:25][CH:26]=2)[CH:23]=[C:22]([C:27]([N:29](C(C)C)[CH:30](C)C)=[O:28])[CH:21]=[CH:20]3)[C:16]2[N:12]([CH:13]=[N:14][CH:15]=2)[CH2:11][CH2:10]1.O>C1COCC1.[Cl-].[Na+].O.C(OCC)(=O)C>[OH:8][C:9]1([C:17]2[CH:18]=[C:19]3[C:24](=[CH:25][CH:26]=2)[CH:23]=[C:22]([C:27]([NH:29][CH3:30])=[O:28])[CH:21]=[CH:20]3)[C:16]2[N:12]([CH:13]=[N:14][CH:15]=2)[CH2:11][CH2:10]1 |f:5.6.7|. Procedure: Methylamine (2M in THF, 200 ml) was dissolved in dry THF (300 ml) and the mixture was cooled to −70° C. n-Butyl lithium (1.6 M; 250 ml) was added dropwise and the mixture was stirred at the same temperature for 20 min. The above-mentioned solution was added to a suspension (600 ml) of 6-(7-hydroxy-6,7-dihydro-5H-pyrrolo[1,2-c]imidazol-7-yl)-N,N-diisopropyl-2-naphthamide (37.7 g) in dry THF with a Teflon needle while stirring the mixture under ice-cooling, and the mixture was stirred at room temp...